describe an organic reaction: reactants, conditions, products, and yield From a dataset of the Open Reaction Database (ORD), a public repository of structured organic reaction records. The reactants are Cl[Sn]Cl (SnCl2), NC1=C(C=C(C=C1[N+](=O)[O-])F)C(F)(F)F (2-amino-5-fluoro-3-nitrobenzotrifluoride), ice water. Run in C(C)O (ethanol). Conditions: temperature 90 celsius. The product is NC1=C(C=C(C=C1N)F)C(F)(F)F (2,3-diamino-5-fluorobenzotrifluoride). Yield: 30.9%. As a reaction SMILES: [NH2:1][C:2]1[C:7]([N+:8]([O-])=O)=[CH:6][C:5]([F:11])=[CH:4][C:3]=1[C:12]([F:15])([F:14])[F:13].Cl[Sn]Cl>C(O)C>[NH2:1][C:2]1[C:7]([NH2:8])=[CH:6][C:5]([F:11])=[CH:4][C:3]=1[C:12]([F:15])([F:13])[F:14]. Procedure: To a stirred mixture of 2-amino-5-fluoro-3-nitrobenzotrifluoride (554 mg, 2.47 mmol) in ethanol (10 mL) was added SnCl2 ·2 H2O (2.78 g, 12.36 mmol) in one portion. The mixture was refluxed at 80° C. (oil bath 90° C.) for 1 h, cooled to room temperature and ice water (20 g) was added. It was adjusted to pH=7 and extracted with ethyl acetate. The extract was dried over Mg2SO4 and evaporated to give 148 mg (30%) of 2,3-diamino-5-fluorobenzotrifluoride as a brown solid. 1H NMR (CDCl3): δ3.666 (s, 2H... The reactants are ClC1=NC(=C(C=C1C=O)C)C (2-chloro-5,6-dimethyl-3-pyridinecarboxaldehyde), C(CC(=O)O)(=O)O (malonic acid), N1=CC=CC=C1 (pyridine). The solvent is [OH-].[Na+] (sodium hydroxide). The product is ClC1=NC(=C(C=C1C=CC(=O)O)C)C (3-(2-chloro-5,6-dimethyl-3-pyridyl)acrylic acid). The yield is 87.0%. As a reaction SMILES: [Cl:1][C:2]1[C:7]([CH:8]=O)=[CH:6][C:5]([CH3:10])=[C:4]([CH3:11])[N:3]=1.C(O)(=O)[CH2:13][C:14]([OH:16])=[O:15].N1C=CC=CC=1>[OH-].[Na+]>[Cl:1][C:2]1[C:7]([CH:8]=[CH:13][C:14]([OH:16])=[O:15])=[CH:6][C:5]([CH3:10])=[C:4]([CH3:11])[N:3]=1 |f:3.4|. Reported procedure: A mixture of 2-chloro-5,6-dimethyl-3-pyridinecarboxaldehyde (16.85 g), malonic acid (11.45 g) piperidine (10 ml) and pyridine (100 ml) was heated under reflux for 1 hour and evaported to an oil. This oil was dissolved in sodium hydroxide solution and was extracted with chloroform (discarded). The aqueous phase was acidified with hydrochloric acid and was extracted with chloroform. The chloroform extracts were washed with water and evaporated to give 3-(2-chloro-5,6-dimethyl-3-pyridyl)acrylic aci... The reactants are BrC1=CC=C(S1)C(=O)OCC (ethyl 5-bromothiophene-2-carboxylate), FC(C=1C=C(C=CC1)B(O)O)(F)F (3-(trifluoromethyl)phenylboronic acid), C([O-])([O-])=O.[Na+].[Na+] (sodium carbonate), O (water). Reagents/catalysts: C=1C=CC(=CC1)[P](C=2C=CC=CC2)(C=3C=CC=CC3)[Pd]([P](C=4C=CC=CC4)(C=5C=CC=CC5)C=6C=CC=CC6)([P](C=7C=CC=CC7)(C=8C=CC=CC8)C=9C=CC=CC9)[P](C=1C=CC=CC1)(C=1C=CC=CC1)C=1C=CC=CC1 (tetrakistriphenylphosphinepalladium). Solvent: O.O1CCOCC1 (water 1,4-dioxane). Conditions: temperature 80 celsius, time 12 hour. Yields the product FC(C=1C=C(C=CC1)C1=CC=C(S1)C(=O)OCC)(F)F (ethyl 5-[3-(trifluoromethyl)phenyl]thiophene-2-carboxylate). The yield is 83.3%. RXN SMILES: Br[C:2]1[S:6][C:5]([C:7]([O:9][CH2:10][CH3:11])=[O:8])=[CH:4][CH:3]=1.[F:12][C:13]([F:24])([F:23])[C:14]1[CH:15]=[C:16](B(O)O)[CH:17]=[CH:18][CH:19]=1.C(=O)([O-])[O-].[Na+].[Na+].O>O.O1CCOCC1.C1C=CC([P]([Pd]([P](C2C=CC=CC=2)(C2C=CC=CC=2)C2C=CC=CC=2)([P](C2C=CC=CC=2)(C2C=CC=CC=2)C2C=CC=CC=2)[P](C2C=CC=CC=2)(C2C=CC=CC=2)C2C=CC=CC=2)(C2C=CC=CC=2)C2C=CC=CC=2)=CC=1>[F:12][C:13]([F:24])([F:23])[C:14]1[CH:19]=[C:18]([C:2]2[S:6][C:5]([C:7]([O:9][CH2:10][CH3:11])=[O:8])=[CH:4][CH:3]=2)[CH:17]=[CH:16][CH:15]=1 |f:2.3.4,6.7,^1:42,44,63,82|. Procedure: Under a nitrogen atmosphere, to a mixed solvent of ethyl 5-bromothiophene-2-carboxylate (2.4 g, 10 mmol), 3-(trifluoromethyl)phenylboronic acid (2.9 g, 15 mmol) and sodium carbonate (2.1 g, 20 mmol) in water/1,4-dioxane (v/v=1/1, 10 mL) was added tetrakistriphenylphosphinepalladium (1.1 g, 1.0 mmol), and the mixture was stirred at 80° C. for 12 hr. The reaction mixture was cooled to room temperature, water was added and the mixture was extracted with ethyl acetate. The obtained organic layer was... Reactants: C(C)(=O)C1=CC(=C(NS(=O)(=O)C)C=C1)N (4'-acetyl-2'-aminomethanesulfonanilide), FC1=C(C(=O)Cl)C=CC(=C1)F (2,4-difluorobenzoyl chloride). The solvent is N1=CC=CC=C1 (pyridine). Conditions: temperature 0 celsius, time 3 hour. The product is C(C)(=O)C=1C=CC(=C(C1)NC(C1=C(C=C(C=C1)F)F)=O)NS(=O)(=O)C (N-(5-acetyl-2-methanesulfonamidophenyl)-2,4-difluorobenzamide). Isolated yield 50.4%. Reaction SMILES: [C:1]([C:4]1[CH:14]=[CH:13][C:7]([NH:8][S:9]([CH3:12])(=[O:11])=[O:10])=[C:6]([NH2:15])[CH:5]=1)(=[O:3])[CH3:2].[F:16][C:17]1[CH:25]=[C:24]([F:26])[CH:23]=[CH:22][C:18]=1[C:19](Cl)=[O:20]>N1C=CC=CC=1>[C:1]([C:4]1[CH:14]=[CH:13][C:7]([NH:8][S:9]([CH3:12])(=[O:11])=[O:10])=[C:6]([NH:15][C:19](=[O:20])[C:18]2[CH:22]=[CH:23][C:24]([F:26])=[CH:25][C:17]=2[F:16])[CH:5]=1)(=[O:3])[CH3:2]. Procedure details: A mixture of 4'-acetyl-2'-aminomethanesulfonanilide (1.6 g) and 2,4-difluorobenzoyl chloride (1.5 g) in pyridine (15 ml) was stirred at 0° C. for 3 hours. The mixture was evaporated and the residue was stirred with 5% sodium hydroxide (40 ml) for 1 hour at room temperature. The mixture was washed with toluene, and the aqueous layer was acidified with hydrochloric acid. The precipitates obtained were recrystallized from a mixture of acetone and ethyl acetate (1:1) to give pale brown needles of N-... Reactants: C(C1=CC=CC=C1)OC=1C=C(C=CC1)C1CC(CCC1)=O (3-(3-benzyloxyphenyl)cyclohexanone), C(OC)(OC)OC (Trimethyl orthoformate), montmorillonite, resultant mixture, C([O-])(O)=O.[Na+] (sodium bicarbonate). Solvent: C(Cl)(Cl)(Cl)Cl (carbon tetrachloride). Reaction conditions: time 5 minute. Yields the product C(C1=CC=CC=C1)OC=1C=C(C=CC1)C1CC(CCC1)(OC)OC (3-(3-benzyloxyphenyl)-1,1-dimethoxycyclohexane). Reaction SMILES: [CH:1]([O:6][CH3:7])([O:4][CH3:5])OC.[CH2:8]([O:15][C:16]1[CH:17]=[C:18]([CH:22]2[CH2:27]C[CH2:25][C:24](=O)[CH2:23]2)[CH:19]=[CH:20][CH:21]=1)[C:9]1[CH:14]=[CH:13][CH:12]=[CH:11][CH:10]=1.C(=O)(O)[O-].[Na+]>C(Cl)(Cl)(Cl)Cl>[CH2:8]([O:15][C:16]1[CH:17]=[C:18]([CH:22]2[CH2:23][CH2:24][CH2:25][C:1]([O:4][CH3:5])([O:6][CH3:7])[CH2:27]2)[CH:19]=[CH:20][CH:21]=1)[C:9]1[CH:10]=[CH:11][CH:12]=[CH:13][CH:14]=1 |f:2.3|. Reported procedure: Trimethyl orthoformate (2 ml) was added to montmorillonite clay (1.3 g) and the mixture was shaken for 5 minutes and then filtered. The solid so obtained was added to a solution of 3-(3-benzyloxyphenyl)cyclohexanone (0.28 g) in carbon tetrachloride (4 ml) and the resultant mixture was stirred at ambient temperature for 20 hours. The mixture was basified by the addition of sodium bicarbonate (0.05 g) and filtered. The filtrate was evaporated to give 3-(3-benzyloxyphenyl)-1,1-dimethoxycyclohexane ...